The task is: describe an organic reaction: reactants, conditions, products, and yield. This data is from the Open Reaction Database (ORD), a public repository of structured organic reaction records. Starting materials: FC=1C=CC(=C(C1)C(CC1(OC1)C(F)(F)F)(C)C)OC (2-[2-(5-fluoro-2-methoxyphenyl)-2-methylpropyl]-2-trifluoromethyloxirane), NC1=C(C(=O)N)C=CC=C1 (2-aminobenzamide). Run in CN(C=O)C (dimethylformamide), C(C)OCC (diethyl ether). Yields the product FC=1C=CC(=C(C1)C(CC(CNC1=C(C(=O)N)C=CC=C1)(C(F)(F)F)O)(C)C)OC (2-[4-(5-fluoro-2-methoxyphenyl)-2-hydroxy-4-methyl-2-trifluoromethylpentylamino]benzamide). Isolated yield 61.0%. RXN SMILES: [F:1][C:2]1[CH:3]=[CH:4][C:5]([O:19][CH3:20])=[C:6]([C:8]([CH3:18])([CH3:17])[CH2:9][C:10]2([C:13]([F:16])([F:15])[F:14])[CH2:12][O:11]2)[CH:7]=1.[NH2:21][C:22]1[CH:30]=[CH:29][CH:28]=[CH:27][C:23]=1[C:24]([NH2:26])=[O:25]>CN(C)C=O.C(OCC)C>[F:1][C:2]1[CH:3]=[CH:4][C:5]([O:19][CH3:20])=[C:6]([C:8]([CH3:18])([CH3:17])[CH2:9][C:10]([OH:11])([C:13]([F:16])([F:15])[F:14])[CH2:12][NH:21][C:22]2[CH:30]=[CH:29][CH:28]=[CH:27][C:23]=2[C:24]([NH2:26])=[O:25])[CH:7]=1. Reported procedure: A solution of 2-[2-(5-fluoro-2-methoxyphenyl)-2-methylpropyl]-2-trifluoromethyloxirane (500 mg) and 2-aminobenzamide (1.17 g) in dimethylformamide (2.5 mL) was heated at 140° C. for 19.5 hours. The resulting mixture was diluted with diethyl ether, washed with water and brine, dried over sodium sulfate, filtered, and concentrated in vacuo. The residue was purified by column chromatography with silica gel (eluted with 15 to 30% ethyl acetate-hexanes) to give 2-[4-(5-fluoro-2-methoxyphenyl)-2-hydro... Reactants: N(=O)[O-].[Na+] (sodium nitrite), C(CCCCC)C1=CC=C(N)C=C1 (4-hexylaniline), [OH-].[Na+] (NaOH), gof, Cl (hydrochloric acid), Cl (hydrochloric acid), C1(=CC=CC=C1)O (phenol). Solvent: O (water). Run at time 0.5 hour. The product is OC1=CC=C(C=C1)N=NC1=CC=C(C=C1)CCCCCC (4-hydroxy-4'-hexylazobenzene). The yield is 120.5%. RXN SMILES: [CH2:1]([C:7]1[CH:13]=[CH:12][C:10]([NH2:11])=[CH:9][CH:8]=1)[CH2:2][CH2:3][CH2:4][CH2:5][CH3:6].Cl.[N:15]([O-])=O.[Na+].[OH-].[Na+].[C:21]1([OH:27])[CH:26]=[CH:25][CH:24]=[CH:23][CH:22]=1>O>[OH:27][C:21]1[CH:26]=[CH:25][C:24]([N:15]=[N:11][C:10]2[CH:9]=[CH:8][C:7]([CH2:1][CH2:2][CH2:3][CH2:4][CH2:5][CH3:6])=[CH:13][CH:12]=2)=[CH:23][CH:22]=1 |f:2.3,4.5|. Procedure: 30.1 g (0.17 M) of 4-hexylaniline was cooled to 0° C. or below, 85 gof 10% aqueous hydrochloric acid solution was added, and then a solution of11.6 g of sodium nitrite in 68 g of water was added. During the addition, the mixture was cooled so as not to exceed 0° C. After the addition, the mixture was allowed to react for 30 minutes, transferred into a dropping funnel and added dropwise into 170 g of an 8% NaOH aqueoussolution containing 16 g of phenol held at 5° C. or below. After theaddition, t... Starting materials: C1CCOC1, CC(C)(C)OC(=O)N1CCC(COC(CCOS(C)(=O)=O)c2cc(Cl)cc3cn(COCC[Si](C)(C)C)nc23)(c2ccc(F)cc2)CC1, [H-], O. The product is CCC(OCC1(c2ccc(F)cc2)CCN(C(=O)OC(C)(C)C)CC1)c1cc(Cl)cc2cn(COCC[Si](C)(C)C)nc12. Reaction SMILES: [CH2:50]1[O:51][CH2:52][CH2:53][CH2:54]1.[Cl:1][c:2]1[cH:3][c:4]2[cH:5][n:6]([CH2:41][O:42][CH2:43][CH2:44][Si:45]([CH3:46])([CH3:47])[CH3:48])[n:7][c:8]2[c:9]([CH:11]([CH2:12][CH2:13][O:14][S:15]([CH3:16])(=[O:17])=[O:18])[O:19][CH2:20][C:21]2([c:34]3[cH:35][cH:36][c:37]([F:40])[cH:38][cH:39]3)[CH2:22][CH2:23][N:24]([C:27](=[O:28])[O:29][C:30]([CH3:31])([CH3:32])[CH3:33])[CH2:25][CH2:26]2)[cH:10]1.[H-:49].[OH2:55]>>[Cl:1][c:2]1[cH:3][c:4]2[cH:5][n:6]([CH2:41][O:42][CH2:43][CH2:44][Si:45]([CH3:46])([CH3:47])[CH3:48])[n:7][c:8]2[c:9]([CH:11]([CH2:12][CH3:13])[O:19][CH2:20][C:21]2([c:34]3[cH:35][cH:36][c:37]([F:40])[cH:38][cH:39]3)[CH2:22][CH2:23][N:24]([C:27](=[O:28])[O:29][C:30]([CH3:31])([CH3:32])[CH3:33])[CH2:25][CH2:26]2)[cH:10]1. Reactants: NNCc1ccccc1, CC#N, O=C1OC(=O)C2CC12. The product is O=C1NN(Cc2ccccc2)C(=O)C2CC12. RXN SMILES: [CH2:9]([c:10]1[cH:11][cH:12][cH:13][cH:14][cH:15]1)[NH:16][NH2:17].[CH3:18][C:19]#[N:20].[CH:1]12[CH:2]([CH2:3]1)[C:4](=[O:5])[O:6][C:7]2=[O:8]>>[CH:1]12[CH:2]([CH2:3]1)[C:4](=[O:5])[N:16]([CH2:9][c:10]1[cH:11][cH:12][cH:13][cH:14][cH:15]1)[NH:17][C:7]2=[O:8]. Starting materials: COc1cc(-n2cnc3cc(Br)sc3c2=O)ccc1OCC(C)(C)O, O=C([O-])[O-], OB(O)c1ccc(Cl)cc1Cl, [Na+], [Na+], [Na+], O=C([O-])O, C1COCCO1, O, c1ccc(P(c2ccccc2)(c2ccccc2)[Pd](P(c2ccccc2)(c2ccccc2)c2ccccc2)(P(c2ccccc2)(c2ccccc2)c2ccccc2)P(c2ccccc2)(c2ccccc2)c2ccccc2)cc1. Yields the product COc1cc(-n2cnc3cc(-c4ccc(Cl)cc4Cl)sc3c2=O)ccc1OCC(C)(C)O. RXN SMILES: [Br:1][c:2]1[cH:3][c:4]2[n:5][cH:6][n:7](-[c:12]3[cH:13][c:14]([O:24][CH3:25])[c:15]([O:16][CH2:17][C:18]([CH3:19])([OH:20])[CH3:21])[cH:22][cH:23]3)[c:8](=[O:11])[c:9]2[s:10]1.[C:37](=[O:38])([O-:39])[O-:40].[Cl:26][c:27]1[c:28]([B:34]([OH:35])[OH:36])[cH:29][cH:30][c:31]([Cl:33])[cH:32]1.[Na+:41].[Na+:42].[Na+:47].[O-:43][C:44]([OH:45])=[O:46].[O:126]1[CH2:127][CH2:128][O:129][CH2:130][CH2:131]1.[OH2:125].[cH:48]1[cH:49][cH:50][c:51]([P:52]([Pd:53]([P:54]([c:55]2[cH:56][cH:57][cH:58][cH:59][cH:60]2)([c:61]2[cH:62][cH:63][cH:64][cH:65][cH:66]2)[c:67]2[cH:68][cH:69][cH:70][cH:71][cH:72]2)([P:73]([c:74]2[cH:75][cH:76][cH:77][cH:78][cH:79]2)([c:80]2[cH:81][cH:82][cH:83][cH:84][cH:85]2)[c:86]2[cH:87][cH:88][cH:89][cH:90][cH:91]2)[P:92]([c:93]2[cH:94][cH:95][cH:96][cH:97][cH:98]2)([c:99]2[cH:100][cH:101][cH:102][cH:103][cH:104]2)[c:105]2[cH:106][cH:107][cH:108][cH:109][cH:110]2)([c:111]2[cH:112][cH:113][cH:114][cH:115][cH:116]2)[c:117]2[cH:118][cH:119][cH:120][cH:121][cH:122]2)[cH:123][cH:124]1>>[c:2]1(-[c:28]2[c:27]([Cl:26])[cH:32][c:31]([Cl:33])[cH:30][cH:29]2)[cH:3][c:4]2[n:5][cH:6][n:7](-[c:12]3[cH:13][c:14]([O:24][CH3:25])[c:15]([O:16][CH2:17][C:18]([CH3:19])([OH:20])[CH3:21])[cH:22][cH:23]3)[c:8](=[O:11])[c:9]2[s:10]1. Reactants: 62-g, NN1C(OCC1)=O (3-amino-2-oxazolidinone), O (H2O), Cl (HCl), O1CCC(C2=CC=CC=C12)=O (4-chromanone). Run in C(C)O (ethanol). Product: O1CCC(C2=CC=CC=C12)=NN1C(OCC1)=O (3-[(4-Chromanylidene)amino]-2-oxazolidinone). RXN SMILES: [NH2:1][N:2]1[CH2:6][CH2:5][O:4][C:3]1=[O:7].O.Cl.[O:10]1[C:19]2[C:14](=[CH:15][CH:16]=[CH:17][CH:18]=2)[C:13](=O)[CH2:12][CH2:11]1>C(O)C>[O:10]1[C:19]2[C:14](=[CH:15][CH:16]=[CH:17][CH:18]=2)[C:13](=[N:1][N:2]2[CH2:6][CH2:5][O:4][C:3]2=[O:7])[CH2:12][CH2:11]1. Reported procedure: A 62-g (0.61 mole) portion of 3-amino-2-oxazolidinone was charged in a 500-ml, 3-necked flask equipped with a thermometer, stirrer and reflux condenser, and treated successively with 92 ml of H2O, 8 ml of 10% HCl and 42 g (0.28 mole) of 4-chromanone in 200 ml ethanol. The reaction mixture was refluxed for 36 hr, stripped in vacuo to one-half volume and cooled in the refrigerator overnight. The slurry was filtered and the white crystalline solid washed with 50 ml of isopropanol then 200 ml of eth... The reactants are Cc1ccccc1, O=C1c2ccccc2C(=O)N1C1CCC(COCc2cc(C(F)(F)F)cc(C(F)(F)F)c2)(c2ccccc2)C1, NN. Product: NC1CCC(COCc2cc(C(F)(F)F)cc(C(F)(F)F)c2)(c2ccccc2)C1. RXN SMILES: [CH3:42][c:43]1[cH:44][cH:45][cH:46][cH:47][cH:48]1.[F:1][C:2]([c:3]1[cH:4][c:5]([CH2:6][O:7][CH2:8][C:9]2([c:25]3[cH:26][cH:27][cH:28][cH:29][cH:30]3)[CH2:10][CH:11]([N:14]3[C:15](=[O:16])[c:17]4[c:18]([cH:19][cH:20][cH:21][cH:22]4)[C:23]3=[O:24])[CH2:12][CH2:13]2)[cH:31][c:32]([C:34]([F:35])([F:36])[F:37])[cH:33]1)([F:38])[F:39].[NH2:40][NH2:41]>>[F:1][C:2]([c:3]1[cH:4][c:5]([CH2:6][O:7][CH2:8][C:9]2([c:25]3[cH:26][cH:27][cH:28][cH:29][cH:30]3)[CH2:10][CH:11]([NH2:14])[CH2:12][CH2:13]2)[cH:31][c:32]([C:34]([F:35])([F:36])[F:37])[cH:33]1)([F:38])[F:39]. Starting materials: NC(C(=O)NC=1SC(=C(C1C(C1=CC=C(C=C1)Cl)=O)C)C)(C)C (2-amino-N-(3-(4-chlorobenzoyl)-4,5-dimethylthiophen-2-yl)-2-methylpropanamide), C(C)(=O)O (acetic acid). The solvent is C(C)O (Ethanol). The product is ClC1=CC=C(C=C1)C=1C2=C(NC(C(N1)(C)C)=O)SC(=C2C)C (5-(4-chlorophenyl)-3,3,6,7-tetramethyl-1H-thieno[2,3-e][1,4]diazepin-2(3H)-one). Reaction SMILES: [NH2:1][C:2]([CH3:23])([CH3:22])[C:3]([NH:5][C:6]1[S:7][C:8]([CH3:21])=[C:9]([CH3:20])[C:10]=1[C:11](=O)[C:12]1[CH:17]=[CH:16][C:15]([Cl:18])=[CH:14][CH:13]=1)=[O:4].C(O)(=O)C>C(O)C>[Cl:18][C:15]1[CH:16]=[CH:17][C:12]([C:11]2[C:10]3[C:9]([CH3:20])=[C:8]([CH3:21])[S:7][C:6]=3[NH:5][C:3](=[O:4])[C:2]([CH3:23])([CH3:22])[N:1]=2)=[CH:13][CH:14]=1. Procedure: A round bottomed flask was charged with 2-amino-N-(3-(4-chlorobenzoyl)-4,5-dimethylthiophen-2-yl)-2-methylpropanamide (1 g, 2.85 mmol) and a stir bar. Ethanol (25 mL, 0.1 M) was added, followed by acetic acid (4.08 ml, 71.3 mmol, 25 equiv), and the solution was stirred at reflux 4 h before being concentrated and purified by column chromatography (eluting with hexanes/ethyl acetate) to yield 5-(4-chlorophenyl)-3,3,6,7-tetramethyl-1H-thieno[2,3-e][1,4]diazepin-2(3H)-one as a yellow amorphous solid... Reactants: [Br-], CC[Mg+], CCC1C(=O)CCN1C(=O)OCc1ccccc1, CCOCC, [Ce+3], [Cl-], [Cl-], [Cl-]. Product: CCC1N(C(=O)OCc2ccccc2)CCC1(O)CC. RXN SMILES: [Br-:10].[CH2:11]([Mg+:12])[CH3:13].[CH2:14]([CH3:15])[CH:16]1[N:17]([C:22](=[O:23])[O:24][CH2:25][c:26]2[cH:27][cH:28][cH:29][cH:30][cH:31]2)[CH2:18][CH2:19][C:20]1=[O:21].[CH2:5]([CH3:6])[O:7][CH2:8][CH3:9].[Ce+3:2].[Cl-:1].[Cl-:3].[Cl-:4]>>[CH2:5]([CH3:6])[C:20]1([OH:21])[CH:16]([CH2:14][CH3:15])[N:17]([C:22](=[O:23])[O:24][CH2:25][c:26]2[cH:27][cH:28][cH:29][cH:30][cH:31]2)[CH2:18][CH2:19]1.